This data is from the Open Reaction Database (ORD), a public repository of structured organic reaction records. The task is: describe an organic reaction: reactants, conditions, products, and yield Starting materials: O=C(n1ccnc1)n1ccnc1, CS(N)(=O)=O, CCC(CC)(Oc1ccc(Cl)cc1C1CC(=O)NC(c2cc(F)ccc2C)C12C(=O)Nc1cc(Cl)c(F)cc12)C(=O)O, Cl, [H-], [Na+], CN(C)C=O, O. Yields the product CCC(CC)(Oc1ccc(Cl)cc1C1CC(=O)NC(c2cc(F)ccc2C)C12C(=O)Nc1cc(Cl)c(F)cc12)C(=O)NS(C)(=O)=O. Reaction SMILES: [C:43]([n:44]1[cH:45][cH:46][n:47][cH:48]1)([n:49]1[cH:50][cH:51][n:52][cH:53]1)=[O:54].[CH3:55][S:56](=[O:57])(=[O:58])[NH2:59].[Cl:1][c:2]1[c:3]([F:42])[cH:4][c:5]2[c:9]([cH:10]1)[NH:8][C:7](=[O:11])[C:6]21[CH:12]([c:34]2[c:35]([CH3:41])[cH:36][cH:37][c:38]([F:40])[cH:39]2)[NH:13][C:14](=[O:33])[CH2:15][CH:16]1[c:17]1[c:18]([O:24][C:25]([CH2:26][CH3:27])([CH2:28][CH3:29])[C:30](=[O:31])[OH:32])[cH:19][cH:20][c:21]([Cl:23])[cH:22]1.[ClH:62].[H-:61].[Na+:60].[O:63]=[CH:64][N:65]([CH3:66])[CH3:67].[OH2:68]>>[Cl:1][c:2]1[c:3]([F:42])[cH:4][c:5]2[c:9]([cH:10]1)[NH:8][C:7](=[O:11])[C:6]21[CH:12]([c:34]2[c:35]([CH3:41])[cH:36][cH:37][c:38]([F:40])[cH:39]2)[NH:13][C:14](=[O:33])[CH2:15][CH:16]1[c:17]1[c:18]([O:24][C:25]([CH2:26][CH3:27])([CH2:28][CH3:29])[C:30](=[O:32])[NH:59][S:56]([CH3:55])(=[O:57])=[O:58])[cH:19][cH:20][c:21]([Cl:23])[cH:22]1. Reactants: ClC=1C=CC(=C(/C=C/C(=O)OC)C1)NS(=O)(=O)C1=CC=CC=C1 (methyl trans-5-chloro-2-(phenylsulfonylamino)cinnamate), Br.BrCC(=O)C=1SC=C(N1)C (2-bromoacetyl-4-methylthiazole hydrobromide). Product: COC(CC1=C(NC2=CC=C(C=C12)Cl)C(=O)C=1SC=C(N1)C)=O (Methyl[5-chloro-2-(4-methylthiazole-2-carbonyl)-1H-indol-3-yl]acetate). Reaction SMILES: [Cl:1][C:2]1[CH:3]=[CH:4][C:5]([NH:14]S(C2C=CC=CC=2)(=O)=O)=[C:6]([CH:13]=1)/[CH:7]=[CH:8]/[C:9]([O:11][CH3:12])=[O:10].Br.Br[CH2:26][C:27]([C:29]1[S:30][CH:31]=[C:32]([CH3:34])[N:33]=1)=[O:28]>>[CH3:12][O:11][C:9](=[O:10])[CH2:8][C:7]1[C:6]2[C:5](=[CH:4][CH:3]=[C:2]([Cl:1])[CH:13]=2)[NH:14][C:26]=1[C:27]([C:29]1[S:30][CH:31]=[C:32]([CH3:34])[N:33]=1)=[O:28] |f:1.2|. Reported procedure: The title compound was prepared according to the procedure described in Example 57 from methyl trans-5-chloro-2-(phenylsulfonylamino)cinnamate (Example 36, step 3) and 2-bromoacetyl-4-methylthiazole hydrobromide (Cowden, William B. et al., Aust. J. Chem., 1985, 38, 1257). The reactants are ClC1=C(C2=C(CCN(CC2)C(C(F)(F)F)=O)C=C1)OS(=O)(=O)C(F)(F)F (7-chloro-3-(2,2,2-trifluoroacetyl)-6-trifluoromethanesulfonyloxy-2,3,4,5-tetrahydro-1H-benzo[d]azepine), C=1C=CC(=CC1)P(C=2C=CC=CC2)C3=CC=C4C=CC=CC4=C3C5=C6C=CC=CC6=CC=C5P(C=7C=CC=CC7)C=8C=CC=CC8 (BINAP), CC(CCC1=CC=C(CN)C=C1)(C)C (4-(3,3-dimethyl-butyl)-benzylamine), C([O-])([O-])=O.[Cs+].[Cs+] (cesium carbonate). The reagents and catalysts are C(C)(=O)[O-].[Pd+2].C(C)(=O)[O-] (palladium(II) acetate). The solvent is C1(=CC=CC=C1)C (toluene). Run at temperature 100 celsius. Product: ClC1=C(C2=C(CCN(CC2)C(C(F)(F)F)=O)C=C1)NCC1=CC=C(C=C1)CCC(C)(C)C (7-chloro-6-[4-(3,3-dimethyl-butyl)-benzylamino]-3-(2,2,2-trifluoroacetyl)-2,3,4,5-tetrahydro-1H-benzo[d]azepine). The yield is 91.2%. RXN SMILES: [Cl:1][C:2]1[CH:18]=[CH:17][C:5]2[CH2:6][CH2:7][N:8]([C:11](=[O:16])[C:12]([F:15])([F:14])[F:13])[CH2:9][CH2:10][C:4]=2[C:3]=1OS(C(F)(F)F)(=O)=O.C1C=CC(P(C2C(C3C(P(C4C=CC=CC=4)C4C=CC=CC=4)=CC=C4C=3C=CC=C4)=C3C(C=CC=C3)=CC=2)C2C=CC=CC=2)=CC=1.[CH3:73][C:74]([CH3:86])([CH3:85])[CH2:75][CH2:76][C:77]1[CH:84]=[CH:83][C:80]([CH2:81][NH2:82])=[CH:79][CH:78]=1.C(=O)([O-])[O-].[Cs+].[Cs+]>C1(C)C=CC=CC=1.C([O-])(=O)C.[Pd+2].C([O-])(=O)C>[Cl:1][C:2]1[CH:18]=[CH:17][C:5]2[CH2:6][CH2:7][N:8]([C:11](=[O:16])[C:12]([F:15])([F:14])[F:13])[CH2:9][CH2:10][C:4]=2[C:3]=1[NH:82][CH2:81][C:80]1[CH:83]=[CH:84][C:77]([CH2:76][CH2:75][C:74]([CH3:86])([CH3:85])[CH3:73])=[CH:78][CH:79]=1 |f:3.4.5,7.8.9|. Procedure: Use a method similar to the General Procedure 5-1 to react 7-chloro-3-(2,2,2-trifluoroacetyl)-6-trifluoromethanesulfonyloxy-2,3,4,5-tetrahydro-1H-benzo[d]azepine (623 mg, 1.46 mmol), palladium(II) acetate (33 mg, 0.146 mmol), BINAP (182 mg, 0.292 mmol), 4-(3,3-dimethyl-butyl)-benzylamine (560 mg, 2.93 mmol) and cesium carbonate (666 mg, 2.04 mmol) in degassed toluene (40 mL). Degas the mixture with vacuum/nitrogen purge and heat to 100° C. for 16 h. Cool the mixture to room temperature, dilute w... Reactants: C(C)OC(=O)C=1C=NC2=C(C=CC=C2C1NC1CCCC1)OC (4-cyclopentylamino-8-methoxy-quinoline-3-carboxylic acid ethyl ester), N(=C=O)C1=CSC=C1 (3-isocyanato-thiophene). Yields the product C1(CCCC1)N1C(N(C(C=2C=NC=3C(=CC=CC3C21)OC)=O)C2=CSC=C2)=O (1-Cyclopentyl-7-methoxy-3-thiophen-3-yl-1H-pyrimido[5,4-c]quinoline-2,4-dione). RXN SMILES: C(O[C:4]([C:6]1[CH:7]=[N:8][C:9]2[C:14]([C:15]=1[NH:16][CH:17]1[CH2:21][CH2:20][CH2:19][CH2:18]1)=[CH:13][CH:12]=[CH:11][C:10]=2[O:22][CH3:23])=[O:5])C.[N:24]([C:27]1[CH:31]=[CH:30][S:29][CH:28]=1)=[C:25]=[O:26]>>[CH:17]1([N:16]2[C:15]3[C:14]4[CH:13]=[CH:12][CH:11]=[C:10]([O:22][CH3:23])[C:9]=4[N:8]=[CH:7][C:6]=3[C:4](=[O:5])[N:24]([C:27]3[CH:31]=[CH:30][S:29][CH:28]=3)[C:25]2=[O:26])[CH2:21][CH2:20][CH2:19][CH2:18]1. Procedure: 1-Cyclopentyl-7-methoxy-3-thiophen-3-yl-1H-pyrimido[5,4-c]quinoline-2,4-dione (21 mg) was prepared from 4-cyclopentylamino-8-methoxy-quinoline-3-carboxylic acid ethyl ester (0.1. mmol) and 3-isocyanato-thiophene (0.5 mmol) following general procedure C. LCMS: m/z 394 [M+1]+. Starting materials: C1(=CC=CC=C1)C=1NC=2C=CC=C3C2C1CCNC3=O (2-Phenyl-3,4,5,6-tetrahydro-1H-azepino[5,4,3-cd]indol-6-one), tricyclic bromide, ClC=1C=C(C=CC1F)B(O)O (3-chloro-4-fluorophenylboronic acid). The product is ClC=1C=C(C=CC1F)C=1NC=2C=CC=C3C2C1CCNC3=O (2-(3-chloro, 4-fluoro-phenyl)-1,3,4,5-tetrahydro-azepino[5,4,3-cd]indol-6-one). As a reaction SMILES: C1([C:7]2[NH:8][C:9]3[CH:10]=[CH:11][CH:12]=[C:13]4[C:19](=[O:20])[NH:18][CH2:17][CH2:16][C:15]=2[C:14]=34)C=CC=CC=1.[Cl:21][C:22]1[CH:23]=[C:24](B(O)O)[CH:25]=[CH:26][C:27]=1[F:28]>>[Cl:21][C:22]1[CH:23]=[C:24]([C:7]2[NH:8][C:9]3[CH:10]=[CH:11][CH:12]=[C:13]4[C:19](=[O:20])[NH:18][CH2:17][CH2:16][C:15]=2[C:14]=34)[CH:25]=[CH:26][C:27]=1[F:28]. Procedure details: In a manner similar to that described for Compound 12, the tricyclic bromide (300 mg, 1.13 mmol) and 3-chloro-4-fluorophenylboronic acid (217 mg, 1.24 mmol) were coupled to yield 2-(3-chloro, 4-fluoro-phenyl)-1,3,4,5-tetrahydro-azepino[5,4,3-cd]indol-6-one, 217 mg (61%), as a pale-yellow solid. mp 234-235° C.; 1H NMR (300 MHz, d6-DMSO) δ 3.04 (m, 2H), 3.39 (m, 2H), 7.24 (app t, 1H, J=7.8 Hz), 7.57 (dd, 1H, J=8.1, 0.9 Hz), 7.61 (m, 2H), 7.69 (dd, 1H, J=7.5, 0.9 Hz), 7.85 (dd, 1H, J=7.2, 2.1 Hz), ... Starting materials: O=C(O)c1cc(Br)cn(-c2ccccc2)c1=O, ClCCCl, COc1cc2nccc(Oc3ccc(N)cc3F)c2cc1OC, CN(C)C=O, CCOC(C)=O, CCN(C(C)C)C(C)C, O, On1nnc2cccnc21. The product is COc1cc2nccc(Oc3ccc(NC(=O)c4cc(Br)cn(-c5ccccc5)c4=O)cc3F)c2cc1OC. Reaction SMILES: [Br:1][c:2]1[cH:3][c:4]([C:15](=[O:16])[OH:17])[c:5](=[O:14])[n:6](-[c:8]2[cH:9][cH:10][cH:11][cH:12][cH:13]2)[cH:7]1.[CH2:41]([Cl:42])[CH2:43][Cl:44].[CH3:18][O:19][c:20]1[cH:21][c:22]2[c:23]([O:32][c:33]3[c:34]([F:40])[cH:35][c:36]([NH2:39])[cH:37][cH:38]3)[cH:24][cH:25][n:26][c:27]2[cH:28][c:29]1[O:30][CH3:31].[CH3:64][N:65]([CH3:66])[CH:67]=[O:68].[CH3:69][CH2:70][O:71][C:72](=[O:73])[CH3:74].[CH:55]([N:56]([CH2:57][CH3:58])[CH:59]([CH3:60])[CH3:61])([CH3:62])[CH3:63].[OH2:75].[OH:45][n:46]1[c:47]2[n:48][cH:49][cH:50][cH:51][c:52]2[n:53][n:54]1>>[Br:1][c:2]1[cH:3][c:4]([C:15](=[O:17])[NH:39][c:36]2[cH:35][c:34]([F:40])[c:33]([O:32][c:23]3[c:22]4[cH:21][c:20]([O:19][CH3:18])[c:29]([O:30][CH3:31])[cH:28][c:27]4[n:26][cH:25][cH:24]3)[cH:38][cH:37]2)[c:5](=[O:14])[n:6](-[c:8]2[cH:9][cH:10][cH:11][cH:12][cH:13]2)[cH:7]1.